Task: describe an organic reaction: reactants, conditions, products, and yield. Dataset: the Open Reaction Database (ORD), a public repository of structured organic reaction records Starting materials: C1CCOC1, CCC(C)[BH-](C(C)CC)C(C)CC, ClC(Cl)Cl, O=C1OCCN(Cc2cc(F)c(F)c(F)c2)C1=O, [Li+], [Na+], [Na+], [OH-], OO, O=S([O-])O. The product is O=C1C(O)OCCN1Cc1cc(F)c(F)c(F)c1. As a reaction SMILES: [CH2:42]1[O:43][CH2:44][CH2:45][CH2:46]1.[CH:1]([BH-:2]([CH:3]([CH2:4][CH3:5])[CH3:6])[CH:7]([CH2:8][CH3:9])[CH3:10])([CH2:11][CH3:12])[CH3:13].[CH:47]([Cl:48])([Cl:49])[Cl:50].[F:15][c:16]1[cH:17][c:18]([CH2:19][N:20]2[C:21](=[O:27])[C:22](=[O:26])[O:23][CH2:24][CH2:25]2)[cH:28][c:29]([F:32])[c:30]1[F:31].[Li+:14].[Na+:34].[Na+:41].[OH-:33].[OH:35][OH:36].[S:37](=[O:38])([OH:39])[O-:40]>>[F:15][c:16]1[cH:17][c:18]([CH2:19][N:20]2[C:21](=[O:27])[CH:22]([OH:26])[O:23][CH2:24][CH2:25]2)[cH:28][c:29]([F:32])[c:30]1[F:31]. Starting materials: C=CC(=O)OCC, OCc1ccc(OCc2ccccc2)c(I)n1, CC(=O)[O-], [K+], CN(C)C=O, O. Yields the product C=C(C(=O)OCC)c1nc(CO)ccc1OCc1ccccc1. As a reaction SMILES: [C:23]([CH:24]=[CH2:25])(=[O:26])[O:27][CH2:28][CH3:29].[CH2:1]([c:2]1[cH:3][cH:4][cH:5][cH:6][cH:7]1)[O:8][c:9]1[c:10]([I:17])[n:11][c:12]([CH2:15][OH:16])[cH:13][cH:14]1.[CH3:19][C:20](=[O:21])[O-:22].[K+:18].[O:30]=[CH:31][N:32]([CH3:33])[CH3:34].[OH2:35]>>[CH2:1]([c:2]1[cH:3][cH:4][cH:5][cH:6][cH:7]1)[O:8][c:9]1[c:10]([C:24]([C:23](=[O:26])[O:27][CH2:28][CH3:29])=[CH2:25])[n:11][c:12]([CH2:15][OH:16])[cH:13][cH:14]1. Reactants: OC(CN1CC2CN(CC(C1)C2)C(=O)OC(C)(C)C)COC2=CC=C(C=C2)[N+](=O)[O-] (tert-Butyl 7-[2-hydroxy-3-(4-nitrophenoxy)propyl]-3,7-diazabicyclo-[3.3.1]nonane-3-carboxylate). The reagents and catalysts are [Pd] (Pd/C). Solvent: CCO (EtOH). Yields the product NC1=CC=C(OCC(CN2CC3CN(CC(C2)C3)C(=O)OC(C)(C)C)O)C=C1 (tert-Butyl 7-[3-(4-aminophenoxy)-2-hydroxypropyl]-3,7-diazabicyclo-[3.3.1]nonane-3-carboxylate). RXN SMILES: [OH:1][CH:2]([CH2:20][O:21][C:22]1[CH:27]=[CH:26][C:25]([N+:28]([O-])=O)=[CH:24][CH:23]=1)[CH2:3][N:4]1[CH2:11][CH:10]2[CH2:12][CH:6]([CH2:7][N:8]([C:13]([O:15][C:16]([CH3:19])([CH3:18])[CH3:17])=[O:14])[CH2:9]2)[CH2:5]1>CCO.[Pd]>[NH2:28][C:25]1[CH:24]=[CH:23][C:22]([O:21][CH2:20][CH:2]([OH:1])[CH2:3][N:4]2[CH2:11][CH:10]3[CH2:12][CH:6]([CH2:7][N:8]([C:13]([O:15][C:16]([CH3:17])([CH3:18])[CH3:19])=[O:14])[CH2:9]3)[CH2:5]2)=[CH:27][CH:26]=1. Procedure: The title compound was prepared quantitatively from tert-butyl 7-[2-hydroxy-3-(4-nitrophenoxy)propyl]-3,7-diazabicyclo[3.3.1 ]nonane-3-carboxylate (see Example 12 above) using catalytic hydrogenation on 5% Pd/C in EtOH at 1 atm. Reactants: NCC(=O)NCC(=O)O (glycylglycine), C(C(=C)C)(=O)Cl (methacryloyl chloride), [OH-].[Na+] (sodium hydroxide), COC1=CC=C(C=C1)O (p-methoxyphenol). Product: C(C(=C)C)(=O)NCC(=O)NCC(=O)O (N-Methacryloylglycylglycine). RXN SMILES: [NH2:1][CH2:2][C:3]([NH:5][CH2:6][C:7]([OH:9])=[O:8])=[O:4].[C:10](Cl)(=[O:14])[C:11]([CH3:13])=[CH2:12].[OH-].[Na+].COC1C=CC(O)=CC=1>>[C:10]([NH:1][CH2:2][C:3]([NH:5][CH2:6][C:7]([OH:9])=[O:8])=[O:4])(=[O:14])[C:11]([CH3:13])=[CH2:12] |f:2.3|. Reported procedure: The procedure described above is utilized with 132 g (0.1 mol) of glycylglycine, 105 g of methacryloyl chloride, 80 g of sodium hydroxide and 500 mg of p-methoxyphenol at 0°-5° C. White precipitate is formed from the reaction mixture. The precipitate crystallized from water had a melting point of (192°-196° C.). Yield of product was 150 g (70.8%). NMR (DMSO-d6), 11 gamma (s, 1H, COOH), 7.9 gamma (s, 2H, NH), 5.5 gamma (s, 1H, =CH2C), 5.2 gamma (s, 1H, =CH2), 3.5 gamma (d, 4H, CH2), 2.6 gamma (s,... Reactants: CC(=O)c1ccc(CCCCCCO)cc1, CCOC(=O)CCc1cc(C(=O)c2cccc(C(=O)OCC)c2)ccc1O, CS(=O)(=O)O. The product is CCOC(=O)CCc1cc(C(=O)c2cccc(C(=O)OCC)c2)ccc1OCCCCCCc1ccc(C(C)=O)cc1. As a reaction SMILES: [C:1]([CH3:2])(=[O:3])[c:4]1[cH:5][cH:6][c:7]([CH2:10][CH2:11][CH2:12][CH2:13][CH2:14][CH2:15][OH:16])[cH:8][cH:9]1.[CH2:22]([CH3:23])[O:24][C:25]([CH2:26][CH2:27][c:28]1[c:29]([OH:47])[cH:30][cH:31][c:32]([C:34]([c:35]2[cH:36][c:37]([C:41](=[O:42])[O:43][CH2:44][CH3:45])[cH:38][cH:39][cH:40]2)=[O:46])[cH:33]1)=[O:48].[CH3:17][S:18]([OH:19])(=[O:20])=[O:21]>>[C:1]([CH3:2])(=[O:3])[c:4]1[cH:5][cH:6][c:7]([CH2:10][CH2:11][CH2:12][CH2:13][CH2:14][CH2:15][O:16][c:29]2[c:28]([CH2:27][CH2:26][C:25]([O:24][CH2:22][CH3:23])=[O:48])[cH:33][c:32]([C:34]([c:35]3[cH:36][c:37]([C:41](=[O:42])[O:43][CH2:44][CH3:45])[cH:38][cH:39][cH:40]3)=[O:46])[cH:31][cH:30]2)[cH:8][cH:9]1. Reactants: [H-].[Na+] (NaH), ClC1=C(C(=O)C2=CC(=CN2)C(CN(CC)CC)=O)C=CC=C1 (1-[5-(2-chlorobenzoyl)-1H-pyrrol-3-yl]-2-(N,N-diethylamino)ethanone), O (Water), CSCCCl (chloroethyl methyl sulfide). The solvent is CCCCCC (hexane), CN(C)C=O (DMF), CN(C)C=O (DMF). Run at temperature 65 celsius. Yields the product ClC1=C(C(=O)C2=CC(=CN2CSCC)C(CN(CC)CC)=O)C=CC=C1 (1-[5-(2-Chlorobenzoyl)-1-ethylthiomethyl-1H-pyrrol-3-yl]-2-(N,N-diethylamino)ethanone). As a reaction SMILES: [H-].[Na+].[Cl:3][C:4]1[CH:24]=[CH:23][CH:22]=[CH:21][C:5]=1[C:6]([C:8]1[NH:12][CH:11]=[C:10]([C:13](=[O:20])[CH2:14][N:15]([CH2:18][CH3:19])[CH2:16][CH3:17])[CH:9]=1)=[O:7].[CH3:25][S:26][CH2:27][CH2:28]Cl.O>CCCCCC.CN(C=O)C>[Cl:3][C:4]1[CH:24]=[CH:23][CH:22]=[CH:21][C:5]=1[C:6]([C:8]1[N:12]([CH2:25][S:26][CH2:27][CH3:28])[CH:11]=[C:10]([C:13](=[O:20])[CH2:14][N:15]([CH2:16][CH3:17])[CH2:18][CH3:19])[CH:9]=1)=[O:7] |f:0.1|. Procedure details: 0.2 g (0.0045 moles) of 60% NaH in oil was washed with hexane and 3 mL of DMF was added. To the suspension was added a solution dropwise of 1.2 g (0.0035 moles) of 1-[5-(2-chlorobenzoyl)-1H-pyrrol-3-yl]-2-(N,N-diethylamino)ethanone in 8 mL of DMF. After stirring for 10 m, 1.5 mL (0.0070 moles) of chloroethyl methyl sulfide was added and the reaction heated to 65° C. for 4 h. Water was added and extracted with Et2O, the organics were washed with water, brine and dried (Na2SO4). The solvent was ev... The reactants are OC1=C(C=C(C=C1)C(=O)N(C(C)C)C(C)C)OC (4-hydroxy-3-methoxy-N,N-bis(1-methylethyl)benzenecarboxamide), C([O-])([O-])=O.[Cs+].[Cs+] (cesium carbonate), BrCCCCCOC1=CC=C(C=C1)C(OCC)=N (ethyl 4-[5-bromopentoxy]benzenecarboximidoate). The solvent is CN(C=O)C (N,N-dimethylformamide). Run at temperature 70 celsius. Product: COC1=C(OCCCCCOC2=CC=C(C=C2)C(OCC)=N)C=CC(=C1)C(=O)N(C(C)C)C(C)C (ethyl 4-[5-[2-methoxy-4-[N,N-bis(1-methylethyl)aminocarbonyl]phenoxy]pentoxy]benzenecarboximidoate). RXN SMILES: [OH:1][C:2]1[CH:7]=[CH:6][C:5]([C:8]([N:10]([CH:14]([CH3:16])[CH3:15])[CH:11]([CH3:13])[CH3:12])=[O:9])=[CH:4][C:3]=1[O:17][CH3:18].C(=O)([O-])[O-].[Cs+].[Cs+].Br[CH2:26][CH2:27][CH2:28][CH2:29][CH2:30][O:31][C:32]1[CH:37]=[CH:36][C:35]([C:38](=[NH:42])[O:39][CH2:40][CH3:41])=[CH:34][CH:33]=1>CN(C)C=O>[CH3:18][O:17][C:3]1[CH:4]=[C:5]([C:8]([N:10]([CH:11]([CH3:12])[CH3:13])[CH:14]([CH3:16])[CH3:15])=[O:9])[CH:6]=[CH:7][C:2]=1[O:1][CH2:26][CH2:27][CH2:28][CH2:29][CH2:30][O:31][C:32]1[CH:33]=[CH:34][C:35]([C:38](=[NH:42])[O:39][CH2:40][CH3:41])=[CH:36][CH:37]=1 |f:1.2.3|. Procedure: A stirred solution of 4-hydroxy-3-methoxy-N,N-bis(1-methylethyl)benzenecarboxamide (319 mg, 1.27 mmol) in 3.5 mL anhydrous N,N-dimethylformamide is treated with cesium carbonate (435 mg, 1.33 mmol) and ethyl 4-[5-bromopentoxy]benzenecarboximidoate (400 mg, 1.27 mmol) and heated at 70° C. for 1.0 hours. After cooling to room temperature, the reaction is partitioned between ethyl acetate and water and the organics washed with brine, dried over sodium sulfate and concentrated in vacuo to afford a y...